Dataset: the Open Reaction Database (ORD), a public repository of structured organic reaction records. Task: describe an organic reaction: reactants, conditions, products, and yield The reactants are CCCCBr, CCC1C(=O)Nc2ccc(F)cc2N1C(=O)c1ccc(OC)cc1, CCC1C(=O)N(C)c2cc(F)ccc2N1C(=O)c1cccc(OC)c1. Yields the product CCCCN1C(=O)C(CC)N(C(=O)c2ccc(OC)cc2)c2cc(F)ccc21. RXN SMILES: [Br:25][CH2:26][CH2:27][CH2:28][CH3:29].[CH2:1]([CH3:2])[CH:3]1[C:4](=[O:24])[NH:5][c:6]2[cH:7][cH:8][c:9]([F:23])[cH:10][c:11]2[N:12]1[C:13]([c:14]1[cH:15][cH:16][c:17]([O:20][CH3:21])[cH:18][cH:19]1)=[O:22].[CH2:30]([CH:31]1[N:32]([C:33](=[O:34])[c:35]2[cH:36][cH:37][cH:38][c:39]([O:40][CH3:41])[cH:42]2)[c:43]2[c:44]([cH:45][c:46]([F:47])[cH:48][cH:49]2)[N:50]([CH3:51])[C:52]1=[O:53])[CH3:54]>>[CH2:1]([CH3:2])[CH:3]1[C:4](=[O:24])[N:5]([CH2:26][CH2:27][CH2:28][CH3:29])[c:6]2[cH:7][cH:8][c:9]([F:23])[cH:10][c:11]2[N:12]1[C:13]([c:14]1[cH:15][cH:16][c:17]([O:20][CH3:21])[cH:18][cH:19]1)=[O:22]. Starting materials: C1CCOC1, [Cl-], [H-], CI, [NH4+], [Na+], OC1CCC2(CC1)OCCO2, S=C=S. Product: CSC(=S)OC1CCC2(CC1)OCCO2. Reaction SMILES: [CH2:21]1[O:22][CH2:23][CH2:24][CH2:25]1.[Cl-:19].[H-:12].[I:17][CH3:18].[NH4+:20].[Na+:13].[O:1]1[CH2:2][CH2:3][O:4][C:5]12[CH2:6][CH2:7][CH:8]([OH:11])[CH2:9][CH2:10]2.[S:14]=[C:15]=[S:16]>>[O:1]1[CH2:2][CH2:3][O:4][C:5]12[CH2:6][CH2:7][CH:8]([O:11][C:15]([S:14][CH3:18])=[S:16])[CH2:9][CH2:10]2. Reactants: BrC1=CC=C(C=C1)C(CC(=O)C1=CC(=NC=C1)C)C1=C(C=CC=C1)C (3-(4-bromo-phenyl)-1-(2-methyl-pyridin-4-yl)-3-o-tolyl-propan-1-one), COC(=O)C1=CC=C(C=C1)B(O)O ((4-methoxycarbonylphenyl)boronic acid), dichlor(1,1′-bis(diphenyl-phosphino)-ferrocene)palladium (II) dichloromethane, C([O-])([O-])=O.[Na+].[Na+] (sodium carbonate), [NH4+].[Cl-] (NH4Cl). Solvent: O1CCOCC1 (dioxane), O (water). Conditions: temperature 80 celsius, time 1.5 hour. Yields the product COC(=O)C1=CC=C(C=C1)C1=CC=C(C=C1)C(CC(=O)C1=CC(=NC=C1)C)C1=C(C=CC=C1)C (4′-[3-(2-Methyl-pyridin-4-yl)-3-oxo-1-o-tolyl-propyl]-biphenyl-4-carboxylic acid methyl ester). Yield: 87.7%. As a reaction SMILES: Br[C:2]1[CH:7]=[CH:6][C:5]([CH:8]([C:19]2[CH:24]=[CH:23][CH:22]=[CH:21][C:20]=2[CH3:25])[CH2:9][C:10]([C:12]2[CH:17]=[CH:16][N:15]=[C:14]([CH3:18])[CH:13]=2)=[O:11])=[CH:4][CH:3]=1.[CH3:26][O:27][C:28]([C:30]1[CH:35]=[CH:34][C:33](B(O)O)=[CH:32][CH:31]=1)=[O:29].C(=O)([O-])[O-].[Na+].[Na+].[NH4+].[Cl-]>O1CCOCC1.O>[CH3:26][O:27][C:28]([C:30]1[CH:35]=[CH:34][C:33]([C:2]2[CH:3]=[CH:4][C:5]([CH:8]([C:19]3[CH:24]=[CH:23][CH:22]=[CH:21][C:20]=3[CH3:25])[CH2:9][C:10]([C:12]3[CH:17]=[CH:16][N:15]=[C:14]([CH3:18])[CH:13]=3)=[O:11])=[CH:6][CH:7]=2)=[CH:32][CH:31]=1)=[O:29] |f:2.3.4,5.6|. Procedure details: To a stirred solution of 3-(4-bromo-phenyl)-1-(2-methyl-pyridin-4-yl)-3-o-tolyl-propan-1-one (400 mg), (4-methoxycarbonylphenyl)boronic acid (275 mg), dichlor(1,1′-bis(diphenyl-phosphino)-ferrocene)palladium (II) dichloromethane adduct (41 mg) in dioxane (3 mL) and water (2.6 mL) was added a 2 M aqueous sodium carbonate solution (1.52 mL). The mixture was stirred at 80° C. for 1.5 h. A saturated solution of NH4Cl was added, the phases were separated and the inorganic one was extracted with EtOAc...